This data is from the Open Reaction Database (ORD), a public repository of structured organic reaction records. The task is: describe an organic reaction: reactants, conditions, products, and yield The reactants are N(=O)[O-].[Na+] (NaNO2), ClC=1C=C(C(=C2CS(N(C21)CC)(=O)=O)N)F (7-chloro-1-ethyl-5-fluoro-1,3-dihydro-2,1-benzisothiazol-4-amine 2,2-dioxide), [OH-].[Na+] (NaOH). The solvent is O (water), Cl (HCl), O (H2O), O (water), OS(=O)(=O)O (H2SO4). Conditions: temperature 0 celsius, time 1 hour. The product is ClC1=CC(=C(C=2CS(N(C21)CC)(=O)=O)NN)F (7-Chloro-1-ethyl-5-fluoro-4-hydrazino-1,3-dihydro-2,1-benzisothiazole 2,2-dioxide). RXN SMILES: [Cl:1][C:2]1[CH:3]=[C:4]([F:16])[C:5]([NH2:15])=[C:6]2[C:10]=1[N:9]([CH2:11][CH3:12])[S:8](=[O:14])(=[O:13])[CH2:7]2.[N:17]([O-])=O.[Na+].[OH-].[Na+]>O.OS(O)(=O)=O.Cl>[Cl:1][C:2]1[C:10]2[N:9]([CH2:11][CH3:12])[S:8](=[O:14])(=[O:13])[CH2:7][C:6]=2[C:5]([NH:15][NH2:17])=[C:4]([F:16])[CH:3]=1 |f:1.2,3.4|. Procedure: To a suspension of 7-chloro-1-ethyl-5-fluoro-1,3-dihydro-2,1-benzisothiazol-4-amine 2,2-dioxide (0.5 g, 1.89 mmol) in water (3.1 mL) and H2SO4 (1.65 mL) at 0° C. was added NaNO2 (0.13 g, 1.89 mmol) in water (0.5 mL). The reaction mixture was stirred at 0° C. for 1 h. A solution of SnCL2.H2O (0.85 g, 3.78 mmol) in conc. HCl (3.1 mL) was then added dropwise and the reaction mixture was stirred at room temperature for 12 h. Then 50% aqueous NaOH solution was added until the reaction mixture reached... The reactants are C1(CC1)S(=O)(=O)N (cyclopropanesulfonamide), C1(CCCCC1)P(C1=C(C=CC=C1)C1=C(C=C(C=C1C(C)C)C(C)C)C(C)C)C1CCCCC1 (2-dicyclohexylphosphino-2′,4′,6′-tri-isopropyl-1,1′-biphenyl), C([O-])([O-])=O.[Cs+].[Cs+] (cesium carbonate), C(C)OC([C@@H](C)OC1=NC(=NC(=C1)Cl)SCC1=C(C(=CC=C1)F)F)=O (2-[[6-chloro-2-[[(2,3-difluorophenyl)methyl]thio]-4-pyrimidinyl]oxy]-(2R)-propanoic acid ethyl ester), product. The reagents and catalysts are C=1C=CC(=CC1)/C=C/C(=O)/C=C/C2=CC=CC=C2.C=1C=CC(=CC1)/C=C/C(=O)/C=C/C2=CC=CC=C2.C=1C=CC(=CC1)/C=C/C(=O)/C=C/C2=CC=CC=C2.[Pd].[Pd] (tris(dibenzylideneacetone)dipalladium). The solvent is O1CCOCC1 (dioxane). Yields the product FC1=C(C=CC=C1F)CSC1=NC(=CC(=N1)NS(=O)(=O)C1CC1)O[C@@H](CO)C (N-[2-[[(2,3-difluorophenyl)methyl]thio]-6-[(1R)-2-hydroxy-1-methylethoxy]-4-pyrimidinyl]-cyclopropanesulfonamide). Reaction SMILES: [CH:1]1([S:4]([NH2:7])(=[O:6])=[O:5])[CH2:3][CH2:2]1.C1(P(C2CCCCC2)C2C=CC=CC=2C2C(C(C)C)=CC(C(C)C)=CC=2C(C)C)CCCCC1.C(=O)([O-])[O-].[Cs+].[Cs+].C([O:50][C:51](=O)[C@H:52]([O:54][C:55]1[CH:60]=[C:59](Cl)[N:58]=[C:57]([S:62][CH2:63][C:64]2[CH:69]=[CH:68][CH:67]=[C:66]([F:70])[C:65]=2[F:71])[N:56]=1)[CH3:53])C>C1C=CC(/C=C/C(/C=C/C2C=CC=CC=2)=O)=CC=1.C1C=CC(/C=C/C(/C=C/C2C=CC=CC=2)=O)=CC=1.C1C=CC(/C=C/C(/C=C/C2C=CC=CC=2)=O)=CC=1.[Pd].[Pd].O1CCOCC1>[F:71][C:65]1[C:66]([F:70])=[CH:67][CH:68]=[CH:69][C:64]=1[CH2:63][S:62][C:57]1[N:58]=[C:59]([NH:7][S:4]([CH:1]2[CH2:3][CH2:2]2)(=[O:6])=[O:5])[CH:60]=[C:55]([O:54][C@H:52]([CH3:53])[CH2:51][OH:50])[N:56]=1 |f:2.3.4,6.7.8.9.10|. Procedure details: The subtitle compound was prepared according to the procedure outlined in example 1, step iv) using a mixture of cyclopropanesulfonamide (prepared according to patent WO 2003/099274, 0.14 g), tris(dibenzylideneacetone)dipalladium (0) (71 mg), 2-dicyclohexylphosphino-2′,4′,6′-tri-isopropyl-1,1′-biphenyl (XPHOS) (52 mg), cesium carbonate (0.38 g), 2-[[6-chloro-2-[[(2,3-difluorophenyl)methyl]thio]-4-pyrimidinyl]oxy]-(2R)-propanoic acid ethyl ester (the product of Example 23 step i) (0.30 g) and dio... Starting materials: C1=CC2=C(C=C1C=O)OCO2 (piperonal), CC(=O)C1=C(C=CC(=C1)OC)OC (2,5-dimethoxyacetophenone), [OH-].[Na+] (sodium hydroxide). Run in CO (methanol). Run at time 2 hour. Yields the product C1OC=2C=C(C=CC2O1)\C=C\C(=O)C1=C(C=CC(=C1)OC)OC ((E)-1-(3,4-methylenedioxyphenyl)-3-(2,5-dimethoxyphenyl)prop-1-en-3-one). Reaction SMILES: [CH:1]1[C:6]([CH:7]=O)=[CH:5][C:4]2[O:9][CH2:10][O:11][C:3]=2[CH:2]=1.[CH3:12][C:13]([C:15]1[CH:20]=[C:19]([O:21][CH3:22])[CH:18]=[CH:17][C:16]=1[O:23][CH3:24])=[O:14].[OH-].[Na+]>CO>[CH2:10]1[O:11][C:3]2[CH:2]=[CH:1][C:6](/[CH:7]=[CH:12]/[C:13]([C:15]3[CH:20]=[C:19]([O:21][CH3:22])[CH:18]=[CH:17][C:16]=3[O:23][CH3:24])=[O:14])=[CH:5][C:4]=2[O:9]1 |f:2.3|. Reported procedure: To a stirred solution of piperonal (1 g, 6.7 mmol) and 2,5-dimethoxyacetophenone (1.21 g, 6.7 mmol) in methanol (30 ml) was added 15 equivalents of aqueous sodium hydroxide (˜8 ml, 50% w/v) and the mixture stirred for 2 h. The resultant solid was collected by filtration and then recrystallised from methanol as fine, needle-like pale yellow crystals (1.70 g, 81%): mp 101° C.; 1H NMR δ (CDCl3) 3.78 (3H, s, OCH3), 3.85 (3H, s, OCH3), 6.00 (2H, s, CH2O), 6.83 (1H, d, ArH), 6.90 (1H, d, ArH), 7.00 (3... The reactants are Cn1ncc(Cl)c1-c1cc(NC(=O)C(Cc2ccccc2)CN(C(=O)[O-])C(C)(C)C)sc1Cl, ClCCl, O=C(O)C(F)(F)F. Product: Cn1ncc(Cl)c1-c1cc(NC(=O)C(CN)Cc2ccccc2)sc1Cl. Reaction SMILES: [CH3:1][C:2]([N:5]([C:3](=[O:4])[O-:6])[CH2:9][CH:10]([C:11](=[O:12])[NH:13][c:14]1[s:15][c:16]([Cl:26])[c:17](-[c:19]2[c:20]([Cl:25])[cH:21][n:22][n:23]2[CH3:24])[cH:18]1)[CH2:27][c:28]1[cH:29][cH:30][cH:31][cH:32][cH:33]1)([CH3:7])[CH3:8].[Cl:41][CH2:42][Cl:43].[F:34][C:35]([F:36])([F:37])[C:38]([OH:39])=[O:40]>>[NH2:5][CH2:9][CH:10]([C:11](=[O:12])[NH:13][c:14]1[s:15][c:16]([Cl:26])[c:17](-[c:19]2[c:20]([Cl:25])[cH:21][n:22][n:23]2[CH3:24])[cH:18]1)[CH2:27][c:28]1[cH:29][cH:30][cH:31][cH:32][cH:33]1.